Task: describe an organic reaction: reactants, conditions, products, and yield. Dataset: the Open Reaction Database (ORD), a public repository of structured organic reaction records The reactants are C([C@H](C)O)O ((S)-propane-1,2-diol), CN(C=O)C (dimethylformamide), [Si](C)(C)(C(C)(C)C)Cl (tert-butyldimethylsilyl chloride), N1C=NC=C1 (imidazole). Solvent: C(C)(=O)OCC (ethyl acetate). Run at time 12 hour. The product is [Si](C)(C)(C(C)(C)C)OC[C@H](C)O ((S)-1-(tert-butyldimethylsilyloxy)propan-2-ol). Yield: 105.1%. RXN SMILES: [CH2:1]([OH:5])[C@@H:2]([OH:4])[CH3:3].[Si:6](Cl)([C:9]([CH3:12])([CH3:11])[CH3:10])([CH3:8])[CH3:7].N1C=CN=C1.CN(C)C=O>C(OCC)(=O)C>[Si:6]([O:5][CH2:1][C@@H:2]([OH:4])[CH3:3])([C:9]([CH3:12])([CH3:11])[CH3:10])([CH3:8])[CH3:7]. Procedure: A solution of (S)-propane-1,2-diol (1.9 mL, 26 mmol), tert-butyldimethylsilyl chloride (4.87 g, 32 mmol), and imidazole (4.5 g, 66 mmol) in anhydrous dimethylformamide (6.6 mL, 26 mmol) was allowed to stir at ambient temperature for 12 hours. The reaction mixture was poured into ethyl acetate (50 mL) and washed sequentially with saturated aqueous sodium bicarbonate (30 mL) and water (30 mL). The organic extract was dried over sodium sulfate, filtered and concentrated under reduced pressure to gi...